This data is from the Open Reaction Database (ORD), a public repository of structured organic reaction records. The task is: describe an organic reaction: reactants, conditions, products, and yield The yield is 88.7%. Procedure details: A diethyl ether solution (50 ml) of methanesulfonic acid (32 mg, 0.302 mmol) was added at 5° C. to an acetonitrile solution (150 ml) of 2-{4-amino-2-[(3-chloro-4-methoxy-5-methylpyridin-2-yl)methyl]-2,7-dihydro-6-thia-1,2,3,5-tetraazabenzo[cd]azulen-8-yl}-N-methylacetamide (151 mg, 0.339 mmol). The resulting mixture was stirred at 5° C. for 25 minutes. Thereafter, the solvent was distilled away under reduced pressure, an appropriate amount of diethyl ether was then added to the residue, and a so... Reactants: C(C)OCC (diethyl ether), CS(=O)(=O)O (methanesulfonic acid), NC=1C=2C=3C(C=C(C3CSN1)CC(=O)NC)=NN(N2)CC2=NC=C(C(=C2Cl)OC)C (2-{4-amino-2-[(3-chloro-4-methoxy-5-methylpyridin-2-yl)methyl]-2,7-dihydro-6-thia-1,2,3,5-tetraazabenzo[cd]azulen-8-yl}-N-methylacetamide). Reaction SMILES: C(OCC)C.[CH3:6][S:7]([OH:10])(=[O:9])=[O:8].[NH2:11][C:12]1[C:13]2[C:14]3[C:15](=[N:27][N:28]([CH2:30][C:31]4[C:36]([Cl:37])=[C:35]([O:38][CH3:39])[C:34]([CH3:40])=[CH:33][N:32]=4)[N:29]=2)[CH:16]=[C:17]([CH2:22][C:23]([NH:25][CH3:26])=[O:24])[C:18]=3[CH2:19][S:20][N:21]=1>C(#N)C>[CH3:6][S:7]([OH:10])(=[O:9])=[O:8].[NH2:11][C:12]1[C:13]2[C:14]3[C:15](=[N:27][N:28]([CH2:30][C:31]4[C:36]([Cl:37])=[C:35]([O:38][CH3:39])[C:34]([CH3:40])=[CH:33][N:32]=4)[N:29]=2)[CH:16]=[C:17]([CH2:22][C:23]([NH:25][CH3:26])=[O:24])[C:18]=3[CH2:19][S:20][N:21]=1 |f:4.5|. The product is CS(=O)(=O)O.NC=1C=2C=3C(C=C(C3CSN1)CC(=O)NC)=NN(N2)CC2=NC=C(C(=C2Cl)OC)C (2-{4-Amino-2-[(3-chloro-4-methoxy-5-methylpyridin-2-yl)methyl]-2,7-dihydro-6-thia-1,2,3,5-tetraazabenzo[cd]azulen-8-yl}-N-methylacetamide monomethanesulfonate). Conditions: temperature 5 celsius, time 25 minute. Run in C(C)#N (acetonitrile). Starting materials: Cl.Cl.NC1=CC(=C(C(=O)NCC2CCNCC2)C=C1Cl)OC (4-Amino-5-chloro-2-methoxy-N-(piperidin-4-ylmethyl)benzamide dihydrochloride), COC=1C=C(OCCCCCCl)C=CC1 (5-(3-methoxyphenoxy)pentyl chloride). Product: NC1=CC(=C(C(=O)NCC2CCN(CC2)CCCCCOC2=CC(=CC=C2)OC)C=C1Cl)OC (4-amino-5-chloro-2-methoxy-N-((1-(5-(3-methoxyphenoxy)pentyl)-piperidin-4-yl)methyl)benzamide). As a reaction SMILES: Cl.Cl.[NH2:3][C:4]1[C:19]([Cl:20])=[CH:18][C:7]([C:8]([NH:10][CH2:11][CH:12]2[CH2:17][CH2:16][NH:15][CH2:14][CH2:13]2)=[O:9])=[C:6]([O:21][CH3:22])[CH:5]=1.[CH3:23][O:24][C:25]1[CH:26]=[C:27]([CH:35]=[CH:36][CH:37]=1)[O:28][CH2:29][CH2:30][CH2:31][CH2:32][CH2:33]Cl>>[NH2:3][C:4]1[C:19]([Cl:20])=[CH:18][C:7]([C:8]([NH:10][CH2:11][CH:12]2[CH2:13][CH2:14][N:15]([CH2:33][CH2:32][CH2:31][CH2:30][CH2:29][O:28][C:27]3[CH:35]=[CH:36][CH:37]=[C:25]([O:24][CH3:23])[CH:26]=3)[CH2:16][CH2:17]2)=[O:9])=[C:6]([O:21][CH3:22])[CH:5]=1 |f:0.1.2|. Procedure: 4-Amino-5-chloro-2-methoxy-N-(piperidin-4-ylmethyl)benzamide dihydrochloride as starting compound and 5-(3-methoxyphenoxy)pentyl chloride were reacted and treated in the same manner as in Example 168 to give 4-amino-5-chloro-2-methoxy-N-((1-(5-(3-methoxyphenoxy)pentyl)-piperidin-4-yl)methyl)benzamide.